Dataset: the Open Reaction Database (ORD), a public repository of structured organic reaction records. Task: describe an organic reaction: reactants, conditions, products, and yield Reaction SMILES: [CH2:1]([O:8][C:9]1[C:14]2[O:15][C@H:16]3[C@@:25]45[CH2:35][CH2:36][C@:22]6([CH2:23][C@@H:24]4[C@:29]([C:31]([CH3:34])([CH3:33])[CH3:32])([CH3:30])[O:28][CH2:27][O:26]5)[C@@:17]43[CH2:18][CH2:19][N:20]([CH2:38][CH:39]3C[CH2:40]3)[C@@H:21]6[CH2:37][C:12]([C:13]=24)=[CH:11][CH:10]=1)C1C=CC=CC=1.CI.C(Br)C1C=CC=CC=1.C(N1CC[C@@]23C4C5C[C@@H]1[C@]12CC[C@]2(OCO[C@@](C(C)(C)C)(C)[C@H]2C1)[C@@H]3OC=4C(O)=CC=5)C=C.C([C@]1(C)[C@@H]2[C@@]3(CC[C@]4(C2)[C@@]25C6C(=CC=C(O)C=6O[C@@H]32)C[C@H]4N(CC2CC2)CC5)OCO1)(C)(C)C>>[CH2:38]([N:20]1[CH2:19][CH2:18][C@@:17]23[C:13]4[C:12]5[CH2:37][C@@H:21]1[C@:22]12[CH2:36][CH2:35][C@:25]2([O:26][CH2:27][O:28][C@@:29]([C:31]([CH3:34])([CH3:33])[CH3:32])([CH3:30])[C@H:24]2[CH2:23]1)[C@@H:16]3[O:15][C:14]=4[C:9]([O:8][CH3:1])=[CH:10][CH:11]=5)[CH:39]=[CH2:40]. Product: C(C=C)N1[C@H]2[C@]34C[C@H]5[C@]([C@H]6[C@]3(CC1)C1=C(O6)C(=CC=C1C2)OC)(OCO[C@]5(C)C(C)(C)C)CC4 ((4bS,8R,8aR,9aR,10S,13aR,13bR)-7-allyl-10-tert-butyl-5,6,7,8,9,9a,10,13b-octahydro-1-methoxy-10-methyl-8a,13a-ethano-4,8-methanobenzofuro[3,2-e][1,3]dioxino[4,5-g]isoquinoline). Reactants: C(C1=CC=CC=C1)OC1=CC=C2C3=C1O[C@@H]1[C@]34CCN([C@@H]([C@@]43C[C@H]4[C@]1(OCO[C@]4(C)C(C)(C)C)CC3)C2)CC2CC2 ((4bS,8R,8aS,9aR,10S,13aR,13bR)-1-benzyloxy-10-tert-butyl-7-cyclopropylmethyl-5,6,7,8,9,9a,10,13b-octahydro-10-methyl-8a,13a-ethano-4,8-methanobenzofuro[3,2-e][1,3]dioxino[4,5-g]isoquinoline), CI (methyl iodide), C(C1=CC=CC=C1)Br (benzyl bromide), C(C=C)N1[C@H]2[C@]34C[C@H]5[C@]([C@H]6[C@]3(CC1)C1=C(O6)C(=CC=C1C2)O)(OCO[C@]5(C)C(C)(C)C)CC4 ((4bS,8R,8aR,9aR,10S,13aR,13bR)-7-allyl-10-tert-butyl-5,6,7,8,9,9a,10,13b-octahydro-10-methyl-8a,13a-ethano-4,8-methanobenzofuro[3,2-e][1,3]dioxino[4,5-g]isoquinolin-1-ol), C(C)(C)(C)[C@]1(OCO[C@@]23[C@H]4[C@@]56CCN([C@@H]([C@]5(C[C@@H]21)CC3)CC3=CC=C(C(=C36)O4)O)CC4CC4)C ((4bS,8R,8aS,9aR,10S,13aR,13bR)-10-tert-butyl-7-cyclopropylmethyl-5,6,7,8,9,9a,10,13b-octahydro-10-methyl-8a,13a-ethano-4,8-methanobenzofuro[3,2-e][1,3]dioxino[4,5-g]isoquinolin-1-ol). The yield is 58.0%. Procedure details: The title compound 18 was synthesized similar to the procedure described in Example 5 for preparing compound 7 using methyl iodide rather than benzyl bromide and compound 17 rather than compound 3. After column chromatography, 300 mg (58% yield) of compound 18 was isolated in a purity of >99% as a white solid.